The task is: describe an organic reaction: reactants, conditions, products, and yield. This data is from the Open Reaction Database (ORD), a public repository of structured organic reaction records. Reactants: CN1CC2=C(C(CC1)O)C=CO2 (7-methyl-5,6,7,8-tetrahydro-4H-furo[2,3-c]azepin-4-ol), ClC1=C(C(=CC=C1)Cl)F (2,6-dichloro-1-fluorobenzene). Product: Cl.ClC1=C(C(=CC=C1)Cl)OC1C2=C(CN(CC1)C)OC=C2 (4-(2,6-Dichlorophenyloxy)-7-methyl-5,6,7,8-tetrahydro-4H-furo[2,3-c]azepine hydrochloride). Reaction SMILES: [CH3:1][N:2]1[CH2:8][CH2:7][CH:6]([OH:9])[C:5]2[CH:10]=[CH:11][O:12][C:4]=2[CH2:3]1.[Cl:13][C:14]1[CH:19]=[CH:18][CH:17]=[C:16]([Cl:20])[C:15]=1F>>[ClH:13].[Cl:13][C:14]1[CH:19]=[CH:18][CH:17]=[C:16]([Cl:20])[C:15]=1[O:9][CH:6]1[CH2:7][CH2:8][N:2]([CH3:1])[CH2:3][C:4]2[O:12][CH:11]=[CH:10][C:5]1=2 |f:2.3|. Procedure: The same method as in Example 3 was conducted using 7-methyl-5,6,7,8-tetrahydro-4H-furo[2,3-c]azepin-4-ol (Reference Example 19) instead of 6-methyl-4,5,6,7-tetrahydrothieno[2,3-c]pyridin-4-ol (Reference Example 6) and was conducted using 2,6-dichloro-1-fluorobenzene instead of 1,3-difluorobenzene to give the objective compound. Reactants: C1(C=2C(C(N1CCCOC1=CC=NC=C1)=O)=CC=CC2)=O (4-(3-phthalimidopropyloxy)pyridine), Cl.CO (hydrogen chloride methanol). Solvent: CO (methanol). Product: Cl.C1(C=2C(C(N1CCCOC1=CC=NC=C1)=O)=CC=CC2)=O (4-(3-phthalimidopropyloxy)pyridine hydrochloride). Isolated yield 64.8%. As a reaction SMILES: [C:1]1(=[O:21])[N:5]([CH2:6][CH2:7][CH2:8][O:9][C:10]2[CH:15]=[CH:14][N:13]=[CH:12][CH:11]=2)[C:4](=[O:16])[C:3]2=[CH:17][CH:18]=[CH:19][CH:20]=[C:2]12.[ClH:22].CO>CO>[ClH:22].[C:4]1(=[O:16])[N:5]([CH2:6][CH2:7][CH2:8][O:9][C:10]2[CH:11]=[CH:12][N:13]=[CH:14][CH:15]=2)[C:1](=[O:21])[C:2]2=[CH:20][CH:19]=[CH:18][CH:17]=[C:3]12 |f:1.2,4.5|. Procedure details: To a solution of 1.41 g (5.0 mmol) of 4-(3-phthalimidopropyloxy)pyridine in 20 ml of methanol, 10 ml of hydrogen chloride-methanol was added. The solvent was distilled off and acetone was added to the residue. The resulting crystals were collected by filtration and washed with acetone to give 1.03 g of the desired compound (64.8% yield, colorless crystals), mp. 167°-169° C. The reactants are C(C)(C)(C)OC(=O)N1CCC(CC1)OC1=C(C=C(C=C1)[N+](=O)[O-])C(=O)OCC (4-(1-t-butoxycarbonylpiperidin-4-yloxy)-3-ethoxycarbonylnitrobenzene). Reagents/catalysts: [Pd] (palladium on carbon). Solvent: CO (methanol). Conditions: time 2.5 hour. Product: C(C)(C)(C)OC(=O)N1CCC(CC1)OC1=C(C=C(N)C=C1)C(=O)OCC (4-(1-t-Butoxycarbonylpiperidin-4-yloxy)-3-ethoxycarbonylaniline). Isolated yield 99.6%. Reaction SMILES: [C:1]([O:5][C:6]([N:8]1[CH2:13][CH2:12][CH:11]([O:14][C:15]2[CH:20]=[CH:19][C:18]([N+:21]([O-])=O)=[CH:17][C:16]=2[C:24]([O:26][CH2:27][CH3:28])=[O:25])[CH2:10][CH2:9]1)=[O:7])([CH3:4])([CH3:3])[CH3:2]>CO.[Pd]>[C:1]([O:5][C:6]([N:8]1[CH2:13][CH2:12][CH:11]([O:14][C:15]2[CH:20]=[CH:19][C:18]([NH2:21])=[CH:17][C:16]=2[C:24]([O:26][CH2:27][CH3:28])=[O:25])[CH2:10][CH2:9]1)=[O:7])([CH3:4])([CH3:3])[CH3:2]. Reported procedure: To a solution of 4-(1-t-butoxycarbonylpiperidin-4-yloxy)-3-ethoxycarbonylnitrobenzene (5.0 g) in methanol (75 ml) was added palladium on carbon (0.5 g) and the mixture was stirred under a hydrogen atmosphere at room temperature for 2.5 hours. The reaction mixture was filtered and the filtrate concentrated in vacuo to give the desired compound (4.6 g, yield 99%) as a gray oil. Reactants: CC(C)(C)N(C([O-])=O)C=1SC(=C(C1)C1=C(C=NN1C)Cl)Cl (1,1-dimethylethyl[5-chloro-4-(4-chloro-1-methyl-1H-pyrazol-5-yl)-2-thienyl]carbamate), Cl (HCl), Cl (HCl). Run in CO (methanol). Reaction conditions: time 12 hour. Yields the product ClC1=C(C=C(S1)N)C1=C(C=NN1C)Cl ([5-chloro-4-(4-chloro-1-methyl-1H-pyrazol-5-yl)-2-thienyl]amine). The yield is 118.9%. As a reaction SMILES: CC([N:5]([C:9]1[S:10][C:11]([Cl:21])=[C:12]([C:14]2[N:18]([CH3:19])[N:17]=[CH:16][C:15]=2[Cl:20])[CH:13]=1)C(=O)[O-])(C)C.Cl>CO>[Cl:21][C:11]1[S:10][C:9]([NH2:5])=[CH:13][C:12]=1[C:14]1[N:18]([CH3:19])[N:17]=[CH:16][C:15]=1[Cl:20]. Procedure details: To a solution of 1,1-dimethylethyl[5-chloro-4-(4-chloro-1-methyl-1H-pyrazol-5-yl)-2-thienyl]carbamate (1.3 g, 3.73 mmol) in methanol (18.66 ml) at 25° C. was added HCl (18.66 ml, 74.7 mmol)[4M in dioxane]. After 12 h, additional HCl (18.66 ml, 74.7 mmol)[4M in dioxane] was added and the solution stirred 12 h. The reaction mixture was concentrated to a dark foam affording the HCl salt of [5-chloro-4-(4-chloro-1-methyl-1H-pyrazol-5-yl)-2-thienyl]amine (1.1 g, 99% yield): LCMS (ES) m/e 248, 250 (M,... Reactants: CC(C)(C)OC(=O)N1CCC(CC1)C1=C(C=C(C=C1)N1C(O[C@H](C1)CN=[N+]=[N-])=O)F ((R)-(−)-4-[4-[5-(Azidomethyl)-2-oxo-3-oxazolidinyl]-2-fluorophenyl]-1-piperidinecarboxylic acid 1,1-dimethylethyl ester), C1(=CC=CC=C1)P(C1=CC=CC=C1)C1=CC=CC=C1 (triphenylphosphine), O (water). Solvent: O1CCCC1 (tetrahydrofuran). Run at time 2 hour. Product: CC(C)(C)OC(=O)N1CCC(CC1)C1=C(C=C(C=C1)N1C(O[C@H](C1)CN)=O)F ((S)-(−)-4-[4-[5-(Aminomethyl)-2-oxo-3-oxazolidinyl]-2-fluorophenyl]-1-piperidinecarboxylic acid 1,1-dimethylethyl ester). RXN SMILES: [CH3:1][C:2]([O:5][C:6]([N:8]1[CH2:13][CH2:12][CH:11]([C:14]2[CH:19]=[CH:18][C:17]([N:20]3[CH2:24][C@H:23]([CH2:25][N:26]=[N+]=[N-])[O:22][C:21]3=[O:29])=[CH:16][C:15]=2[F:30])[CH2:10][CH2:9]1)=[O:7])([CH3:4])[CH3:3].C1(P(C2C=CC=CC=2)C2C=CC=CC=2)C=CC=CC=1.O>O1CCCC1>[CH3:4][C:2]([O:5][C:6]([N:8]1[CH2:9][CH2:10][CH:11]([C:14]2[CH:19]=[CH:18][C:17]([N:20]3[CH2:24][C@H:23]([CH2:25][NH2:26])[O:22][C:21]3=[O:29])=[CH:16][C:15]=2[F:30])[CH2:12][CH2:13]1)=[O:7])([CH3:1])[CH3:3]. Reported procedure: A solution of (R)-(−)-4-[4-[5-(azidomethyl)-2-oxo-3-oxazolidinyl]-2-fluorophenyl]-1-piperidinecarboxylic acid 1,1-dimethylethyl ester (EXAMPLE 20, Step 7, 12.05 g) in dry tetrahydrofuran (96 mL) under N2 is treated with triphenylphosphine (8.29 g) over five minutes, and the resulting mixture is stirred at ambient temperature for two hours. The mixture is then treated with water (3.1 mL), heated up to 40° C., stirred at 40° C. for five hours and at ambient temperature for 12 hours, and then conce...